From a dataset of the Open Reaction Database (ORD), a public repository of structured organic reaction records. describe an organic reaction: reactants, conditions, products, and yield Reactants: CC(C)(C)c1ccc(-c2ccc([N+](=O)[O-])cc2)cc1, CCO, [Pd]. The product is CC(C)(C)c1ccc(-c2ccc(N)cc2)cc1. Reaction SMILES: [C:1]([CH3:2])([CH3:3])([CH3:4])[c:5]1[cH:6][cH:7][c:8](-[c:11]2[cH:12][cH:13][c:14]([N+:17]([O-:18])=[O:19])[cH:15][cH:16]2)[cH:9][cH:10]1.[CH3:20][CH2:21][OH:22].[Pd:23]>>[C:1]([CH3:2])([CH3:3])([CH3:4])[c:5]1[cH:6][cH:7][c:8](-[c:11]2[cH:12][cH:13][c:14]([NH2:17])[cH:15][cH:16]2)[cH:9][cH:10]1.